Dataset: the Open Reaction Database (ORD), a public repository of structured organic reaction records. Task: describe an organic reaction: reactants, conditions, products, and yield The reactants are [OH-].[Na+] (sodium hydroxide), CO (methanol), C1(=CC=CC=C1)CCC(CC(=O)OCC)C (ethyl 5-phenyl-3-methylpentanoate), Cl (hydrochloric acid). Run in O1CCCC1 (tetrahydrofuran). Yields the product C1(=CC=CC=C1)CCC(CC(=O)O)C (5-phenyl-3-methylpentanoic acid). Isolated yield 91.8%. As a reaction SMILES: [C:1]1([CH2:7][CH2:8][CH:9]([CH3:16])[CH2:10][C:11]([O:13]CC)=[O:12])[CH:6]=[CH:5][CH:4]=[CH:3][CH:2]=1.[OH-].[Na+].CO.Cl>O1CCCC1>[C:1]1([CH2:7][CH2:8][CH:9]([CH3:16])[CH2:10][C:11]([OH:13])=[O:12])[CH:6]=[CH:5][CH:4]=[CH:3][CH:2]=1 |f:1.2|. Procedure details: A mixture of ethyl 5-phenyl-3-methylpentanoate (0.30 g, 1.36 mmol), a 1N-aqueous sodium hydroxide solution (3 ml), methanol (3 ml) and tetrahydrofuran (3 ml) was stirred at room temperature for 5 hours. The reaction mixture was adjusted to pH 1 with a 1N-aqueous hydrochloric acid solution and extracted with ethyl acetate. The extract solution was washed with water and a saturated aqueous sodium chloride solution and dried over anhydrous magnesium sulfate. The solvent was distilled off under redu... Starting materials: O=C(Cl)C(Br)c1ccc(Cl)cc1, O=C(Cl)C(Br)c1cccc(Br)c1, O=C(O)Cc1cccc(Br)c1, Br, O=S(Cl)Cl. Product: O=C(Cl)C(Br)c1cccc(Cl)c1. Reaction SMILES: [Br:13][CH:14]([c:15]1[cH:16][cH:18][c:19]([Cl:20])[cH:21][cH:22]1)[C:23]([Cl:17])=[O:24].[Br:1][CH:2]([C:3](=[O:4])[Cl:5])[c:6]1[cH:7][c:8]([Br:12])[cH:9][cH:10][cH:11]1.[Br:25][c:26]1[cH:27][c:28]([CH2:29][C:30]([OH:31])=[O:32])[cH:33][cH:34][cH:35]1.[Br:40].[S:36]([Cl:37])([Cl:38])=[O:39]>>[Br:1][CH:2]([C:3](=[O:4])[Cl:5])[c:6]1[cH:7][c:8]([Cl:17])[cH:9][cH:10][cH:11]1. The reactants are CC(=O)Cl, ClCCl, N#N, CCCCC12CCC(=O)C=C1c1cc(F)c(N)cc1C2, c1ccncc1. The product is CCCCC12CCC(=O)C=C1c1cc(F)c(NC(C)=O)cc1C2. As a reaction SMILES: [CH3:29][C:30]([Cl:31])=[O:32].[Cl:33][CH2:34][Cl:35].[N:21]#[N:22].[NH2:1][c:2]1[c:3]([F:20])[cH:4][c:5]2[c:13]([cH:14]1)[CH2:12][C:11]1([CH2:15][CH2:16][CH2:17][CH3:18])[C:6]2=[CH:7][C:8](=[O:19])[CH2:9][CH2:10]1.[cH:23]1[cH:24][cH:25][n:26][cH:27][cH:28]1>>[NH:1]([c:2]1[c:3]([F:20])[cH:4][c:5]2[c:13]([cH:14]1)[CH2:12][C:11]1([CH2:15][CH2:16][CH2:17][CH3:18])[C:6]2=[CH:7][C:8](=[O:19])[CH2:9][CH2:10]1)[C:30]([CH3:29])=[O:32]. Reactants: FC(C(=O)O)(F)F (trifluoroacetic acid), C(C1=CC=CC=C1)OC1=C(C=C(C=C1)[N+](=O)[O-])NC(OC(C)(C)C)=O (tert-butyl (2-(benzyloxy)-5-nitrophenyl)carbamate), CCCCCC.C(C)(=O)OCC (hexane ethyl acetate). The solvent is C(Cl)Cl (DCM). Run at temperature 0 celsius, time 15 minute. Yields the product C(C1=CC=CC=C1)OC1=C(N)C=C(C=C1)[N+](=O)[O-] (2-(benzyloxy)-5-nitroaniline). Yield: 98.7%. RXN SMILES: [CH2:1]([O:8][C:9]1[CH:14]=[CH:13][C:12]([N+:15]([O-:17])=[O:16])=[CH:11][C:10]=1[NH:18]C(=O)OC(C)(C)C)[C:2]1[CH:7]=[CH:6][CH:5]=[CH:4][CH:3]=1.FC(F)(F)C(O)=O.CCCCCC.C(OCC)(=O)C>C(Cl)Cl>[CH2:1]([O:8][C:9]1[CH:14]=[CH:13][C:12]([N+:15]([O-:17])=[O:16])=[CH:11][C:10]=1[NH2:18])[C:2]1[CH:3]=[CH:4][CH:5]=[CH:6][CH:7]=1 |f:2.3|. Procedure details: To a solution of tert-butyl (2-(benzyloxy)-5-nitrophenyl)carbamate (1.0 g) in DCM (10 mL), cooled to 0° C., was added trifluoroacetic acid (5.0 mL). The reaction mixture was stirred at 0° C. for 15 minutes and then at room temperature for 30 minutes. The reaction was monitored by TLC using hexane:ethyl acetate (3:7) as mobile phase. After completion, the reaction mixture was quenched in water and neutralized with sodium bicarbonate. Product was extracted into DCM. The organic layer was washed wi...